This data is from the Open Reaction Database (ORD), a public repository of structured organic reaction records. The task is: describe an organic reaction: reactants, conditions, products, and yield The reactants are BrC=1C(=C(C=CC1)C=1OCC(N1)(C)C)C (2-(3-bromo-2-methyl-phenyl)-4,4-dimethyl-4,5-dihydro-oxazole), C1CCOC1 (THF), C(C)(C)[Mg]Cl (isopropyl magnesium chloride), C(C)(C)[Mg]Cl (isopropyl magnesium chloride). Reagents/catalysts: Cl[Ni]1([P](CCC[P](C2=CC=CC=C2)1C3=CC=CC=C3)(C4=CC=CC=C4)C5=CC=CC=C5)Cl (Ni(dppp)Cl2), Cl[Ni]1([P](CCC[P](C2=CC=CC=C2)1C3=CC=CC=C3)(C4=CC=CC=C4)C5=CC=CC=C5)Cl (Ni(dppp)Cl2), [Ni] (nickel). Solvent: hexanes, CCOCC (ether). Conditions: temperature 15 celsius. The product is C(C)(C)C=1C(=C(C=CC1)C=1OCC(N1)(C)C)C (2-(3-isopropyl-2-methyl-phenyl)-4,4-dimethyl-4,5-dihydro-oxazole). As a reaction SMILES: Br[C:2]1[C:3]([CH3:15])=[C:4]([C:8]2[O:9][CH2:10][C:11]([CH3:14])([CH3:13])[N:12]=2)[CH:5]=[CH:6][CH:7]=1.[CH2:16]1[CH2:20]OC[CH2:17]1.C([Mg]Cl)(C)C>[Ni].Cl[Ni]1(Cl)[P](C2C=CC=CC=2)(C2C=CC=CC=2)CCC[P]1(C1C=CC=CC=1)C1C=CC=CC=1.CCOCC>[CH:16]([C:2]1[C:3]([CH3:15])=[C:4]([C:8]2[O:9][CH2:10][C:11]([CH3:14])([CH3:13])[N:12]=2)[CH:5]=[CH:6][CH:7]=1)([CH3:20])[CH3:17] |^1:29,45|. Procedure details: A dry 3-neck 250 mL round bottom flask equipped with magnetic stirring and held under a nitrogen atmosphere was charged with 5.0 g 2-(3-bromo-2-methyl-phenyl)-4,4-dimethyl-4,5-dihydro-oxazole, 60 mL anhydrous THF, and 100 mg Ni(dppp)Cl2. The mixture was cooled to 15° C., and isopropyl magnesium chloride (11 mL, 2M in ethyl ether) was added. A mild exotherm took place, and the mixture darkened slightly. The reaction was stirred overnight at room temperature, at which point 1H NMR indicated 50% co... Reactants: BrCc1ccccc1, CCO, OC1CNCCC1c1ccc(F)cc1, [Na+], [Na+], O=C([O-])[O-]. The product is OC1CN(Cc2ccccc2)CCC1c1ccc(F)cc1. As a reaction SMILES: [Br:21][CH2:22][c:23]1[cH:24][cH:25][cH:26][cH:27][cH:28]1.[CH3:29][CH2:30][OH:31].[F:1][c:2]1[cH:3][cH:4][c:5]([CH:8]2[CH:9]([OH:14])[CH2:10][NH:11][CH2:12][CH2:13]2)[cH:6][cH:7]1.[Na+:15].[Na+:16].[O-:17][C:18](=[O:19])[O-:20]>>[F:1][c:2]1[cH:3][cH:4][c:5]([CH:8]2[CH:9]([OH:14])[CH2:10][N:11]([CH2:22][c:23]3[cH:24][cH:25][cH:26][cH:27][cH:28]3)[CH2:12][CH2:13]2)[cH:6][cH:7]1. Reactants: C(C)(C)O (isopropanol), ClC=1N=C(C(=NC1Cl)NC(C)=O)[N+](=O)[O-] (N-(5,6-dichloro-3-nitropyrazinyl)acetamide), OC(CNC(=CC(=O)OC)C)CO (Methyl 3-(2,3-dihydroxypropyl)amino-2-butenoate). Run in C(C)N(CC)CC (triethylamine). Run at time 5 day. Yields the product OC(CNC(=C(C(=O)OC)C1=NC(=C(N=C1Cl)[N+](=O)[O-])NC(=O)C)C)CO (Methyl 3-(2,3-dihydroxypropyl)amino-2-[3-chloro-6-(methylcarbonyl)amino-5-nitropyrazin-2-yl]-2-butenoate). RXN SMILES: C(O)(C)C.[Cl:5][C:6]1[N:7]=[C:8]([N+:17]([O-:19])=[O:18])[C:9]([NH:13][C:14](=[O:16])[CH3:15])=[N:10][C:11]=1Cl.[OH:20][CH:21]([CH2:31][OH:32])[CH2:22][NH:23][C:24]([CH3:30])=[CH:25][C:26]([O:28][CH3:29])=[O:27]>C(N(CC)CC)C>[OH:20][CH:21]([CH2:31][OH:32])[CH2:22][NH:23][C:24]([CH3:30])=[C:25]([C:11]1[C:6]([Cl:5])=[N:7][C:8]([N+:17]([O-:19])=[O:18])=[C:9]([NH:13][C:14]([CH3:15])=[O:16])[N:10]=1)[C:26]([O:28][CH3:29])=[O:27]. Reported procedure: To 50 ml isopropanol is added 2.0 g (0.008 m) N-(5,6-dichloro-3-nitropyrazinyl)acetamide (8), 1.32 g (0.007 m) methyl 3-(2,3-dihydroxypropyl) amino-2-butenoate (3), and 0.81 g (0.008 m) triethylamine. This dark solution is stirred at room temperature for five days. The solvents are then removed on the rotary evaporator and the residue is chromatographed on silica gel and is eluted with 8% methanol/chloroform. Material with Rf =0.5 is collected. This material is a reddish brown solid and is furth... Starting materials: [BH4-], CO, ClCCl, CC(C)(C)S(=O)N=Cc1cccnc1S(=O)(=O)c1ccc2cc(-c3ccc(F)cc3)ccc2c1, [Na+], O. Product: CC(C)(C)S(=O)NCc1cccnc1S(=O)(=O)c1ccc2cc(-c3ccc(F)cc3)ccc2c1. Reaction SMILES: [BH4-:35].[CH3:38][OH:39].[Cl:40][CH2:41][Cl:42].[F:1][c:2]1[cH:3][cH:4][c:5](-[c:8]2[cH:9][c:10]3[cH:11][cH:12][c:13]([S:18](=[O:19])(=[O:20])[c:21]4[n:22][cH:23][cH:24][cH:25][c:26]4[CH:27]=[N:28][S:29](=[O:30])[C:31]([CH3:32])([CH3:33])[CH3:34])[cH:14][c:15]3[cH:16][cH:17]2)[cH:6][cH:7]1.[Na+:36].[OH2:37]>>[F:1][c:2]1[cH:3][cH:4][c:5](-[c:8]2[cH:9][c:10]3[cH:11][cH:12][c:13]([S:18](=[O:19])(=[O:20])[c:21]4[n:22][cH:23][cH:24][cH:25][c:26]4[CH2:27][NH:28][S:29](=[O:30])[C:31]([CH3:32])([CH3:33])[CH3:34])[cH:14][c:15]3[cH:16][cH:17]2)[cH:6][cH:7]1. Reactants: solution, C(CCC)[Li] (butyllithium), FC1=CC=C(CC2=CC=CC2)C=C1 (4-fluorobenzylcyclopentadiene). Solvent: CCCCCC (hexane), CCCCCC (hexane). Run at temperature 0 celsius. Product: FC1=CC=C(CC2(C=CC=C2)[Li])C=C1 (4-fluorobenzylcyclopentadienyl lithium). Yield: 90.0%. RXN SMILES: [F:1][C:2]1[CH:13]=[CH:12][C:5]([CH2:6][C:7]2[CH2:11][CH:10]=[CH:9][CH:8]=2)=[CH:4][CH:3]=1.C([Li:18])CCC>CCCCCC>[F:1][C:2]1[CH:13]=[CH:12][C:5]([CH2:6][C:7]2([Li:18])[CH:11]=[CH:10][CH:9]=[CH:8]2)=[CH:4][CH:3]=1. Procedure details: 7 g of 4-fluorobenzylcyclopentadiene (40 mmoles) and 50 ml of hexane are charged, in an argon atmosphere, into a tailed test-tube equipped with magnetic stirring. The solution is cooled to 0° C. and 16 ml of a 2.4M solution of butyllithium in hexane are added. The temperature is then allowed to rise to room temperature and the mixture is left under stirring for a night. A precipitate is formed which is filtered, washed twice with 10 ml of hexane and finally dried. 6.5 g of the desired salt are o... Reactants: C(C(=O)[O-])(=O)OCC (ethyl oxalate), [O-]CC.[Na+] (sodium ethoxide), [Na] (sodium), C1(=CC=CC=C1)CC#N (phenylacetonitrile). Run in C(C)O (ethanol). The product is C(#N)C(C(C(=O)OCC)=O)C1=CC=CC=C1 (ethyl 3-cyano-3-phenylpyruvate). As a reaction SMILES: [C:1]1([CH2:7][C:8]#[N:9])[CH:6]=[CH:5][CH:4]=[CH:3][CH:2]=1.[C:10]([O:15][CH2:16][CH3:17])(=[O:14])[C:11]([O-])=[O:12].[O-]CC.[Na+].[Na]>C(O)C>[C:8]([CH:7]([C:1]1[CH:6]=[CH:5][CH:4]=[CH:3][CH:2]=1)[C:11](=[O:12])[C:10]([O:15][CH2:16][CH3:17])=[O:14])#[N:9] |f:2.3,^1:21|. Procedure details: A mixture of 117.1 g. (1.0 mol.) of phenylacetonitrile and 326 ml. (2.4 mol.) of ethyl oxalate was added to an ethanol solution of sodium ethoxide [prepared by dissolving 23.8 g. (1.08 g. -atom) of sodium in 500 ml. of absolute ethanol] and refluxed for two hours. After cooling, diluting with 2500 ml. of water and extracting with ether, the solution was acidified with acetic acid. The solid was removed by filtration and washed with water to give ethyl 3-cyano-3-phenylpyruvate, m.p. 127°-129°. Conditions: temperature 24 celsius, time 20 minute. Procedure: Molten 2,4-dichlorophenol (82.13 g) was added to 166 ml of ClSO3H at 37°-40° C. over a 1 hour period. After a 20 minute hold period at 37°-40° C. the mixture was cooled to 24° C. and held an additional 1 hour. The reaction mixture was then cautiously poured onto 1100 g of ice with constant agitation. Filtration, washing and drying afforded 104 g of 97.6% pure 2-hydroxy-3,5-dichlorobenzenesulfonyl chloride (C) (77% yield), mp 79°-82° C. Yield: 77.0%. The product is OC1=C(C=C(C=C1Cl)Cl)S(=O)(=O)Cl (2-hydroxy-3,5-dichlorobenzenesulfonyl chloride). Starting materials: ClC1=C(C=CC(=C1)Cl)O (2,4-dichlorophenol), ClS(=O)(=O)O (ClSO3H), ice. Reaction SMILES: [Cl:1][C:2]1[CH:7]=[C:6]([Cl:8])[CH:5]=[CH:4][C:3]=1[OH:9].[Cl:10][S:11](O)(=[O:13])=[O:12]>>[OH:9][C:3]1[C:2]([Cl:1])=[CH:7][C:6]([Cl:8])=[CH:5][C:4]=1[S:11]([Cl:10])(=[O:13])=[O:12]. Reactants: C(C1=CC=CC=C1)[Mg]Br (benzylmagnesium bromide), C(C1=CC=CC=C1)Br (benzyl bromide), [Mg] (magnesium), BrC1=NC=CC=C1OCOC (2-bromo-3-methoxymethyloxypyridine), [Cl-].[NH4+] (ammonium chloride). The reagents and catalysts are CC(C)P(C1=CC=CC=C1)C2=CC=CC=C2.C1=CC=C(C=C1)PC2=CC=CC=C2.[Cl-].[Ni] (1,3-bis(diphenylphosphino)propanenickel (II) chloride). The solvent is C(C)OCC (diethyl ether), C(C)OCC (diethyl ether), O1CCCC1 (tetrahydrofuran). The product is C(C1=CC=CC=C1)C1=NC=CC=C1OCOC (2-Benzyl-3-methoxymethyloxypyridine). RXN SMILES: Br[C:2]1[C:7]([O:8][CH2:9][O:10][CH3:11])=[CH:6][CH:5]=[CH:4][N:3]=1.[CH2:12]([Mg]Br)[C:13]1[CH:18]=[CH:17][CH:16]=[CH:15][CH:14]=1.C(Br)C1C=CC=CC=1.[Mg].[Cl-].[NH4+]>CC(P(C1C=CC=CC=1)C1C=CC=CC=1)C.C1C=CC(PC2C=CC=CC=2)=CC=1.[Cl-].[Ni].C(OCC)C.O1CCCC1>[CH2:12]([C:2]1[C:7]([O:8][CH2:9][O:10][CH3:11])=[CH:6][CH:5]=[CH:4][N:3]=1)[C:13]1[CH:18]=[CH:17][CH:16]=[CH:15][CH:14]=1 |f:4.5,6.7.8.9|. Reported procedure: While stirring a mixture of 35 g of 2-bromo-3-methoxymethyloxypyridine, 5 g of 1,3-bis(diphenylphosphino)propanenickel (II) chloride and 200 ml of tetrahydrofuran under ice-cooling, a diethyl ether solution of benzylmagnesium bromide prepared from 38 ml of benzyl bromide, 8 g of magnesium and 250 ml of anhydrous diethyl ether was slowly added dropwise thereinto under nitrogen atmosphere. After stirring for 4.5 hours, a saturated aqueous ammonium chloride solution was added thereto, and the mixtu... The reactants are ClCCl, O=C=Nc1ccccc1, Nc1ccc(CO)cc1. Product: O=C(Nc1ccccc1)Nc1ccc(CO)cc1. Reaction SMILES: [Cl:19][CH2:20][Cl:21].[N:10](=[C:11]=[O:12])[c:13]1[cH:14][cH:15][cH:16][cH:17][cH:18]1.[NH2:1][c:2]1[cH:3][cH:4][c:5]([CH2:6][OH:7])[cH:8][cH:9]1>>[NH:1]([c:2]1[cH:3][cH:4][c:5]([CH2:6][OH:7])[cH:8][cH:9]1)[C:11]([NH:10][c:13]1[cH:14][cH:15][cH:16][cH:17][cH:18]1)=[O:12].